This data is from the Open Reaction Database (ORD), a public repository of structured organic reaction records. The task is: describe an organic reaction: reactants, conditions, products, and yield Reaction SMILES: [CH2:1]([CH3:2])[O:3][C:4]([CH2:5][O:6][c:7]1[c:8]([CH2:16][CH2:17][CH2:18][O:19][CH3:20])[cH:9][c:10]([N+:13]([O-:14])=[O:15])[cH:11][cH:12]1)=[O:21].[CH3:22][CH2:23][O:24][C:25]([CH3:26])=[O:27]>>[CH2:1]([CH3:2])[O:3][C:4]([CH2:5][O:6][c:7]1[c:8]([CH2:16][CH2:17][CH2:18][O:19][CH3:20])[cH:9][c:10]([NH2:13])[cH:11][cH:12]1)=[O:21]. The reactants are CCOC(=O)COc1ccc([N+](=O)[O-])cc1CCCOC, CCOC(C)=O. The product is CCOC(=O)COc1ccc(N)cc1CCCOC.